This data is from the Open Reaction Database (ORD), a public repository of structured organic reaction records. The task is: describe an organic reaction: reactants, conditions, products, and yield Conditions: time 20 minute. Procedure: 13.0 g of N,N-diethyl-1,3-diaminopropane were added to 70 ml of diethyl oxalate with stirring at room temperature over a period of 20 minutes. After stirring at room temperature for 2 hours, excess diethyl oxalate was distilled off under reduced pressure to obtain 21.7 g of N,N-diethyl-N'-ethoxalyl-1,3-diaminopropane as an oily product. 6.90 g of this oily product and 3.99 g of 3-(2-methoxyethoxy)propylamine were dissolved in 30 ml of methanol and the solution was heated under reflux for 1 hour.... Starting materials: C(C)N(CCCN)CC (N,N-diethyl-1,3-diaminopropane), C(C(=O)OCC)(=O)OCC (diethyl oxalate). Product: C(C)N(CCCNC(=O)C(=O)OCC)CC (N,N-diethyl-N'-ethoxalyl-1,3-diaminopropane). As a reaction SMILES: [CH2:1]([N:3]([CH2:8][CH3:9])[CH2:4][CH2:5][CH2:6][NH2:7])[CH3:2].[C:10](OCC)(=[O:16])[C:11]([O:13][CH2:14][CH3:15])=[O:12]>>[CH2:1]([N:3]([CH2:8][CH3:9])[CH2:4][CH2:5][CH2:6][NH:7][C:10]([C:11]([O:13][CH2:14][CH3:15])=[O:12])=[O:16])[CH3:2]. The reactants are CCOC(=O)C(Cc1ccccc1N)(NC(C)=O)C(=O)OCC, CCO, O, Cc1ccc(S(=O)(=O)O)cc1. The product is CCOC(=O)C1(NC(C)=O)Cc2ccccc2NC1=O. Reaction SMILES: [CH2:1]([CH3:2])[O:3][C:4]([C:5]([C:6](=[O:7])[O:8][CH2:9][CH3:10])([CH2:11][c:12]1[c:13]([NH2:18])[cH:14][cH:15][cH:16][cH:17]1)[NH:19][C:20]([CH3:21])=[O:22])=[O:23].[CH3:36][CH2:37][OH:38].[OH2:24].[c:25]1([CH3:26])[cH:27][cH:28][c:29]([S:30]([OH:31])(=[O:32])=[O:33])[cH:34][cH:35]1>>[CH2:1]([CH3:2])[O:3][C:4]([C:5]1([NH:19][C:20]([CH3:21])=[O:22])[C:6](=[O:7])[NH:18][c:13]2[c:12]([cH:17][cH:16][cH:15][cH:14]2)[CH2:11]1)=[O:23]. Starting materials: C(CCC)[Li] (butyl lithium), BrC1=NC=CC=C1 (2-bromopyridine), COC1=CC=C(C=O)C=C1 (4-methoxybenzaldehyde). Solvent: CCOCC (ether), CCOCC (ether). Conditions: time 15 minute. Yields the product COC1=CC=C(C=C1)C(O)C1=NC=CC=C1 (4-methoxyphenyl-2-pyridylcarbinol). Reaction SMILES: C([Li])CCC.Br[C:7]1[CH:12]=[CH:11][CH:10]=[CH:9][N:8]=1.[CH3:13][O:14][C:15]1[CH:22]=[CH:21][C:18]([CH:19]=[O:20])=[CH:17][CH:16]=1>CCOCC>[CH3:13][O:14][C:15]1[CH:22]=[CH:21][C:18]([CH:19]([C:7]2[CH:12]=[CH:11][CH:10]=[CH:9][N:8]=2)[OH:20])=[CH:17][CH:16]=1. Reported procedure: To one mole of butyl lithium (15% in hexane) at -40° C under nitrogen is added gradually a solution of 142 g (0.9 mol) of 2-bromopyridine in 340 ml. of ether, maintaining the temperature below -40° C. After stirring for 15 minutes at this temperature, a solution of 122 g (0.9 mol) of 4-methoxybenzaldehyde in 250 ml of ether is added, with the temperature below -15° C. The reaction mixture is stirred for 40 minutes at this temperature, quenched in 1.5 l ice water. The solid is filtered and washed... The reactants are C(C)(C)[N-]C(C)C.[Li+] (Lithium diisopropylamide), COC1=CC=C(C=C1)CC#N (p-methoxyphenylacetonitrile), ice, Cl (hydrochloric acid), C1(CCCCC1)=O (cyclohexanone), C(CCC)[Li] (butyl lithium). The solvent is C1(=CC=CC=C1)C (toluene), O (water), C(C)(C)NC(C)C (diisopropylamine), C1(=CC=CC=C1)C (toluene), C1(=CC=CC=C1)C (toluene), CCCCCC (hexane). Yields the product OC1(CCCCC1)C(C#N)C1=CC=C(C=C1)OC (α(1-Hydroxycyclohexyl)-p-methoxyphenylacetonitrile). The yield is 79.1%. Reaction SMILES: C([N-]C(C)C)(C)C.[Li+].C([Li])CCC.[CH3:14][O:15][C:16]1[CH:21]=[CH:20][C:19]([CH2:22][C:23]#[N:24])=[CH:18][CH:17]=1.[C:25]1(=[O:31])[CH2:30][CH2:29][CH2:28][CH2:27][CH2:26]1.Cl>CCCCCC.C(NC(C)C)(C)C.C1(C)C=CC=CC=1.O>[OH:31][C:25]1([CH:22]([C:19]2[CH:20]=[CH:21][C:16]([O:15][CH3:14])=[CH:17][CH:18]=2)[C:23]#[N:24])[CH2:30][CH2:29][CH2:28][CH2:27][CH2:26]1 |f:0.1|. Procedure details: Lithium diisopropylamide was made from 1.6M butyl lithium in hexane (325 ml), diisopropylamine (73 ml) and toluene (300 ml) under an inert atmosphere of nitrogen. A solution of p-methoxyphenylacetonitrile (76.5 g) in toluene (75 ml) was added to the solution under nitrogen over 15 minutes whilst the internal temperature was maintained below 10° C. After a half hour a solution of cyclohexanone (46 g) in toluene (50 ml) was added over 15 minutes to the reaction mixture under nitrogen whilst the in... Reactants: CC1(OCCC2=C1NC1=CC=CC=C21)CNC(C)=O (N[(1,3,4,9-Tetrahydro-1-methylpyrano[3,4-b]indol-1-yl)methyl]-acetamide), P(=O)(Cl)(Cl)Cl (phosphorus oxychloride). Run in C1=CC=CC=C1 (benzene). Product: CC1=NCC2(OCCC=3C4=CC=CC=C4N1C23)C (1,3a-Dimethyl-3,3a,5,6-tetrahydro-4-oxa-2,10b-diazafluoranthene). RXN SMILES: [CH3:1][C:2]1([CH2:15][NH:16][C:17](=O)[CH3:18])[C:7]2[NH:8][C:9]3[C:14]([C:6]=2[CH2:5][CH2:4][O:3]1)=[CH:13][CH:12]=[CH:11][CH:10]=3.P(Cl)(Cl)(Cl)=O>C1C=CC=CC=1>[CH3:18][C:17]1[N:8]2[C:7]3[C:2]([CH3:1])([O:3][CH2:4][CH2:5][C:6]=3[C:14]3[C:9]2=[CH:10][CH:11]=[CH:12][CH:13]=3)[CH2:15][N:16]=1. Procedure: A mixture of N-[(1,3,4,9-tetrahydro-1-methylpyrano[3,4-b]indol-1-yl)methyl]-acetamide (2.7 g, described in Example 1), phosphorus oxychloride (1.8 ml) and dry benzene (150 ml) is stirred and refluxed for 2 hours, cooled and washed with water (10° C.). The aqueouslayer is separated, basified with 5N sodium hydroxide, and extracted with chloroform. The combined organic extracts are dried over magnesium sulfate, filtered and evaporated to give a residue of the title compound. The residue is dissolv... Reactants: Cc1ccccc1, CCCCCC, CCOC(=O)c1cn(-c2nc(NCc3ccc(OC)cc3)c(F)cc2F)c2c(F)c(F)c(F)c(F)c2c1=O, NCc1ccccc1. Yields the product CCOC(=O)c1cn(-c2nc(NCc3ccc(OC)cc3)c(F)cc2F)c2c(F)c(F)c(F)c(NCc3ccccc3)c2c1=O. As a reaction SMILES: [CH3:1][c:2]1[cH:3][cH:4][cH:5][cH:6][cH:7]1.[CH3:54][CH2:55][CH2:56][CH2:57][CH2:58][CH3:59].[F:8][c:9]1[c:10](-[n:26]2[cH:27][c:28]([C:41](=[O:42])[O:43][CH2:44][CH3:45])[c:29](=[O:40])[c:30]3[c:31]([F:39])[c:32]([F:38])[c:33]([F:37])[c:34]([F:36])[c:35]23)[n:11][c:12]([NH:16][CH2:17][c:18]2[cH:19][cH:20][c:21]([O:24][CH3:25])[cH:22][cH:23]2)[c:13]([F:15])[cH:14]1.[NH2:46][CH2:47][c:48]1[cH:49][cH:50][cH:51][cH:52][cH:53]1>>[F:8][c:9]1[c:10](-[n:26]2[cH:27][c:28]([C:41](=[O:42])[O:43][CH2:44][CH3:45])[c:29](=[O:40])[c:30]3[c:31]([NH:46][CH2:47][c:48]4[cH:49][cH:50][cH:51][cH:52][cH:53]4)[c:32]([F:38])[c:33]([F:37])[c:34]([F:36])[c:35]23)[n:11][c:12]([NH:16][CH2:17][c:18]2[cH:19][cH:20][c:21]([O:24][CH3:25])[cH:22][cH:23]2)[c:13]([F:15])[cH:14]1.